Dataset: the Open Reaction Database (ORD), a public repository of structured organic reaction records. Task: describe an organic reaction: reactants, conditions, products, and yield The reactants are [N+](=O)([O-])C=1N(C=CN1)COCC[Si](C)(C)C (2-nitro-1-(2-trimethylsilanyl-ethoxymethyl)-1H-imidazole). Reagents/catalysts: [Pd] (palladium on carbon). Run in CO (MeOH). Run at time 40 minute. The product is C[Si](CCOCN1C(=NC=C1)N)(C)C (1-(2-Trimethylsilanyl-ethoxymethyl)-1H-imidazol-2-ylamine). The yield is 96.0%. As a reaction SMILES: [N+:1]([C:4]1[N:5]([CH2:9][O:10][CH2:11][CH2:12][Si:13]([CH3:16])([CH3:15])[CH3:14])[CH:6]=[CH:7][N:8]=1)([O-])=O>[Pd].CO>[CH3:14][Si:13]([CH3:16])([CH3:15])[CH2:12][CH2:11][O:10][CH2:9][N:5]1[CH:6]=[CH:7][N:8]=[C:4]1[NH2:1]. Procedure: A suspension of 2-nitro-1-(2-trimethylsilanyl-ethoxymethyl)-1H-imidazole (Step 14.3) (1.84 g, 7.57 mmol) and palladium on carbon (200 mg) in MeOH (30 mL) was stirred for 40 min at rt, under a hydrogen atmosphere. The reaction mixture was filtered through a pad of celite and concentrated to afford 1.55 g of the title compound: ESI-MS: 214.1 [M+H]+; tR=3.26 min (System 1). The reactants are C1CCOC1, COC(=O)c1ccc2c(c1)c(Cc1ccc(NC(=O)c3ccccc3)cc1)cn2C, CO, [Na+], [OH-], O. Product: Cn1cc(Cc2ccc(NC(=O)c3ccccc3)cc2)c2cc(C(=O)O)ccc21. Reaction SMILES: [CH2:36]1[O:37][CH2:38][CH2:39][CH2:40]1.[CH3:1][O:2][C:3](=[O:4])[c:5]1[cH:6][c:7]2[c:8]([CH2:15][c:16]3[cH:17][cH:18][c:19]([NH:22][C:23]([c:24]4[cH:25][cH:26][cH:27][cH:28][cH:29]4)=[O:30])[cH:20][cH:21]3)[cH:9][n:10]([CH3:14])[c:11]2[cH:12][cH:13]1.[CH3:33][OH:34].[Na+:32].[OH-:31].[OH2:35]>>[O:2]=[C:3]([OH:4])[c:5]1[cH:6][c:7]2[c:8]([CH2:15][c:16]3[cH:17][cH:18][c:19]([NH:22][C:23]([c:24]4[cH:25][cH:26][cH:27][cH:28][cH:29]4)=[O:30])[cH:20][cH:21]3)[cH:9][n:10]([CH3:14])[c:11]2[cH:12][cH:13]1. The reactants are C(C1=CC=CC=C1)C1=CC=C(C=C1)O (4-benzylphenol), C(F)(F)(F)C(=O)CC(=O)OCC (CF3COCH2CO2Et), CS(=O)(=O)O (MeSO3H). Conditions: temperature 65 celsius. Yields the product C(C1=CC=CC=C1)C=1C=C2C(=CC(OC2=CC1)=O)C(F)(F)F (6-benzyl4-trifluoromethylchromen-2-one). The yield is 44.3%. Reaction SMILES: [CH2:1]([C:8]1[CH:13]=[CH:12][C:11]([OH:14])=[CH:10][CH:9]=1)[C:2]1[CH:7]=[CH:6][CH:5]=[CH:4][CH:3]=1.[C:15]([C:19]([CH2:21][C:22](OCC)=[O:23])=O)([F:18])([F:17])[F:16].CS(O)(=O)=O>>[CH2:1]([C:8]1[CH:13]=[C:12]2[C:11](=[CH:10][CH:9]=1)[O:14][C:22](=[O:23])[CH:21]=[C:19]2[C:15]([F:18])([F:17])[F:16])[C:2]1[CH:3]=[CH:4][CH:5]=[CH:6][CH:7]=1. Procedure: A stirred suspension of 4-benzylphenol (4.67 g, 25.4 mmol), CF3COCH2CO2Et (7.00 g, 38.0 mmol), & MeSO3H (8.5 mL, 130.9 mmol) was heated at 65° C. for 9 h. On cooling, the mixture was partitioned between Et2O (200 mL) & H2O (50 mL), then the aqueous phase was basicified with 2 M NaOH. The organic layer was separated & washed with H2O & brine, before being dried (MgSO4). Filtration, solvent evaporation, & column chromatography (4:1 PE-Et2O) furnished 6-benzyl4-trifluoromethylchromen-2-one (3.42 g,... The reactants are CCN=C=NCCCN(C)C (WSC), C(CC(C)C)N (Isopentylamine), C(=O)(OC(C)(C)C)N[C@@H](CC1=CC=CC=C1)C(=O)O (Boc-L-phenylalanine), C=1C=CC2=C(C1)N=NN2O (HOBT). Solvent: ClCCl (dichloromethane). Run at time 18 hour. The product is C(=O)(OC(C)(C)C)N[C@@H](CC1=CC=CC=C1)C(=O)NCCC(C)C (N-(Boc-L-phenylalanyl)isopentylamine). Yield: 90.0%. RXN SMILES: [CH2:1]([NH2:6])[CH2:2][CH:3]([CH3:5])[CH3:4].[C:7]([NH:14][C@H:15]([C:23]([OH:25])=O)[CH2:16][C:17]1[CH:22]=[CH:21][CH:20]=[CH:19][CH:18]=1)([O:9][C:10]([CH3:13])([CH3:12])[CH3:11])=[O:8].C1C=CC2N(O)N=NC=2C=1.CCN=C=NCCCN(C)C>ClCCl>[C:7]([NH:14][C@H:15]([C:23]([NH:6][CH2:1][CH2:2][CH:3]([CH3:5])[CH3:4])=[O:25])[CH2:16][C:17]1[CH:18]=[CH:19][CH:20]=[CH:21][CH:22]=1)([O:9][C:10]([CH3:11])([CH3:12])[CH3:13])=[O:8]. Procedure details: Isopentylamine (3.00 ml, manufactured by Wako Pure Chemical Industries, Ltd.) and Boc-L-phenylalanine (7.52 g, manufactured by Peptide Institute, Inc.) were dissolved in dichloromethane (50 ml). To the solution were added, under ice-cooling, HOBT (3.84 g) and WSC (5.44 g). The mixture was stirred for 18 hours at room temperature. The reaction mixture was concentrated, to which was added ethyl acetate (300 ml). The mixture was washed with a 10% aqueous solution of citric acid, a 3% aqueous soluti... The reactants are C[N+](C)(C)CC(=O)O (betaine), C[N+]1=NC(=C(C(=C1)Cl)Cl)O (1-methyl-3-hydroxy-4,5-dichloropyridazinium), S(=O)(Cl)Cl (thionyl chloride). Solvent: CN(C=O)C (dimethylformamide). The product is [Cl-].C[N+]1=NC(=C(C(=C1)Cl)Cl)Cl (1-methyl-3,4,5-trichloropyridazinium chloride). The yield is 72.7%. RXN SMILES: C[N+](CC(O)=O)(C)C.[CH3:9][N+:10]1[CH:15]=[C:14]([Cl:16])[C:13]([Cl:17])=[C:12](O)[N:11]=1.S(Cl)([Cl:21])=O>CN(C)C=O>[Cl-:16].[CH3:9][N+:10]1[CH:15]=[C:14]([Cl:16])[C:13]([Cl:17])=[C:12]([Cl:21])[N:11]=1 |f:4.5|. Procedure: 10 parts of the betaine of 1-methyl-3-hydroxy-4,5-dichloropyridazinium salt: ##STR81## is boiled in 100 parts of thionyl chloride for two hours with an addition of 1 part of dimethylformamide. 9.5 parts (72.7% of theory) of 1-methyl-3,4,5-trichloropyridazinium chloride is obtained; C5H4N2Cl4, washed with acetonitrile. Starting materials: BrC1=CC=C(C=C1)[C@@H](CC(=O)C=1C=CC(N(C1)C)=O)C1=C(C=CC=C1)C (5-[(R)-3-(4-bromo-phenyl)-3-o-tolyl-propionyl]-1-methyl-1H-pyridin-2-one), Cl.NO (hydroxylamine hydrochloride), C(=O)(O)[O-].[Na+] (NaHCO3). The product is BrC1=CC=C(C=C1)[C@@H](C\C(=N/O)\C=1C=CC(N(C1)C)=O)C1=C(C=CC=C1)C (5-{(R)-3-(4-Bromo-phenyl)-1-[(E)-hydroxyimino]-3-o-tolyl-propyl}-1-methyl-1H-pyridin-2-one). As a reaction SMILES: [Br:1][C:2]1[CH:7]=[CH:6][C:5]([C@H:8]([C:20]2[CH:25]=[CH:24][CH:23]=[CH:22][C:21]=2[CH3:26])[CH2:9][C:10]([C:12]2[CH:13]=[CH:14][C:15](=[O:19])[N:16]([CH3:18])[CH:17]=2)=O)=[CH:4][CH:3]=1.Cl.[NH2:28][OH:29].C([O-])(O)=O.[Na+]>>[Br:1][C:2]1[CH:7]=[CH:6][C:5]([C@H:8]([C:20]2[CH:25]=[CH:24][CH:23]=[CH:22][C:21]=2[CH3:26])[CH2:9]/[C:10](/[C:12]2[CH:13]=[CH:14][C:15](=[O:19])[N:16]([CH3:18])[CH:17]=2)=[N:28]\[OH:29])=[CH:4][CH:3]=1 |f:1.2,3.4|. Procedure details: In analogy to example 151, step 3, 5-[(R)-3-(4-bromo-phenyl)-3-o-tolyl-propionyl]-1-methyl-1H-pyridin-2-one was reacted with hydroxylamine hydrochloride in the presence of NaHCO3 to give the title compound as a colorless solid, MS (ESI+): m/z=425.1 [M+H]+. The reactants are O=C(NCCC1CC1)c1ccc(N2CCNCC2)nn1, CC(O)(CC(=O)O)C(F)(F)F. Product: CC(O)(CC(=O)N1CCN(c2ccc(C(=O)NCCC3CC3)nn2)CC1)C(F)(F)F. Reaction SMILES: [CH:12]1([CH2:15][CH2:16][NH:17][C:18](=[O:19])[c:20]2[n:21][n:22][c:23]([N:26]3[CH2:27][CH2:28][NH:29][CH2:30][CH2:31]3)[cH:24][cH:25]2)[CH2:13][CH2:14]1.[F:1][C:2]([C:3]([CH2:4][C:5](=[O:6])[OH:7])([CH3:8])[OH:9])([F:10])[F:11]>>[F:1][C:2]([C:3]([CH2:4][C:5](=[O:7])[N:29]1[CH2:28][CH2:27][N:26]([c:23]2[n:22][n:21][c:20]([C:18]([NH:17][CH2:16][CH2:15][CH:12]3[CH2:13][CH2:14]3)=[O:19])[cH:25][cH:24]2)[CH2:31][CH2:30]1)([CH3:8])[OH:9])([F:10])[F:11]. Starting materials: C(C)(C)(C)OC(=O)N1C(OC[C@@H]1C(=O)O)(C)C (3-tert-butoxycarbonyl-2,2-dimethyloxazolidine-4-(R)-carboxylic acid), CN(C)C1=NC=CC=C1 (Dimethylaminopyridine), OC1=CC=C(C=C1)C(C)=O (4′-hydroxyacetophenone), C1(CCCCC1)N=C=NC1CCCCC1 (dicyclohexylcarbodiimide). Solvent: C(C)(=O)OCC (ethyl acetate). Reaction conditions: time 45 minute. The product is C(C)(C)(C)OC(=O)N1C(OC[C@@H]1C(=O)OC1=CC=C(C=C1)C(C)=O)(C)C (4-acetylphenyl 3-tert-butoxycarbonyl-2,2-dimethyloxazolidine-4-(R)-carboxylate). The yield is 63.4%. As a reaction SMILES: [C:1]([O:5][C:6]([N:8]1[C@@H:12]([C:13]([OH:15])=[O:14])[CH2:11][O:10][C:9]1([CH3:17])[CH3:16])=[O:7])([CH3:4])([CH3:3])[CH3:2].C1(N=C=NC2CCCCC2)CCCCC1.CN(C1C=CC=CN=1)C.O[C:43]1[CH:48]=[CH:47][C:46]([C:49](=[O:51])[CH3:50])=[CH:45][CH:44]=1>C(OCC)(=O)C>[C:1]([O:5][C:6]([N:8]1[C@@H:12]([C:13]([O:15][C:43]2[CH:48]=[CH:47][C:46]([C:49](=[O:51])[CH3:50])=[CH:45][CH:44]=2)=[O:14])[CH2:11][O:10][C:9]1([CH3:17])[CH3:16])=[O:7])([CH3:4])([CH3:2])[CH3:3]. Procedure: At 0° C., 3-tert-butoxycarbonyl-2,2-dimethyloxazolidine-4-(R)-carboxylic acid (1.0 g) is dissolved in ethyl acetate (25 ml), dicyclohexylcarbodiimide (DCC; 1.26 g) is then added and the reaction mixture is subjected to agitation for 45 minutes at 0° C. Dimethylaminopyridine (DMAP; 100 mg) and 4′-hydroxyacetophenone (565 mg) are successively added, the reaction mixture is then left to return to room temperature. After 5 hours of agitation, the mixture is filtered and the filtrate is washed with a... Reported procedure: Example 18 was prepared in an analogous manner to Example 1 using a mixture of Intermediate 3 (0.025 g) and 1-isocyanato-3-(methylthio)benzene (18.8 μl) to give the title compound (0.0352 g). LC-MS (System A): Rt 2.41 mins, Mass Spectrum m/z 440 [MH+]. RXN SMILES: [Cl:1][C:2]1[CH:3]=[C:4]([CH:14]=[CH:15][C:16]=1[Cl:17])[CH2:5][N:6]1[CH2:11][CH2:10][O:9][CH:8]([CH2:12][NH2:13])[CH2:7]1.[N:18]([C:21]1[CH:26]=[CH:25][CH:24]=[C:23]([S:27][CH3:28])[CH:22]=1)=[C:19]=[O:20]>>[Cl:1][C:2]1[CH:3]=[C:4]([CH:14]=[CH:15][C:16]=1[Cl:17])[CH2:5][N:6]1[CH2:11][CH2:10][O:9][CH:8]([CH2:12][NH:13][C:19]([NH:18][C:21]2[CH:26]=[CH:25][CH:24]=[C:23]([S:27][CH3:28])[CH:22]=2)=[O:20])[CH2:7]1. Product: ClC=1C=C(CN2CC(OCC2)CNC(=O)NC2=CC(=CC=C2)SC)C=CC1Cl (N-{[4-(3,4-Dichlorobenzyl)morpholin-2-yl]methyl}-N′-[3-(methylthio)phenyl]urea). Starting materials: ClC=1C=C(CN2CC(OCC2)CN)C=CC1Cl ([4-(3,4-Dichlorobenzyl)morpholin-2-yl]methylamine), N(=C=O)C1=CC(=CC=C1)SC (1-isocyanato-3-(methylthio)benzene).